Dataset: the Open Reaction Database (ORD), a public repository of structured organic reaction records. Task: describe an organic reaction: reactants, conditions, products, and yield Reactants: COC([C@@H](NC([C@@H](C[C@@H](CC1=CC=CC=C1)C(=O)NC1=NC=CC=C1)CC1=CC=CC=C1)=O)CSCC1=CC=CC=C1)=O (N-[4-(2-pyridylaminocarbonyl)-(S,S)-2,4-dibenzylbutyryl]-S-benzyl-(L)-cysteine methyl ester), [OH-].[Na+] (sodium hydroxide), Cl (hydrochloric acid). The solvent is CO (methanol). Product: N1=C(C=CC=C1)NC(=O)[C@@H](C[C@H](C(=O)N[C@@H](CSCC1=CC=CC=C1)C(=O)O)CC1=CC=CC=C1)CC1=CC=CC=C1 (N-[4-(2-pyridylaminocarbonyl)-(S,S)-2,4-dibenzylbutyryl]-S-benzyl-(L)-cysteine). Reaction SMILES: C[O:2][C:3](=[O:43])[C@H:4]([CH2:34][S:35][CH2:36][C:37]1[CH:42]=[CH:41][CH:40]=[CH:39][CH:38]=1)[NH:5][C:6](=[O:33])[C@H:7]([CH2:26][C:27]1[CH:32]=[CH:31][CH:30]=[CH:29][CH:28]=1)[CH2:8][C@H:9]([C:17]([NH:19][C:20]1[CH:25]=[CH:24][CH:23]=[CH:22][N:21]=1)=[O:18])[CH2:10][C:11]1[CH:16]=[CH:15][CH:14]=[CH:13][CH:12]=1.[OH-].[Na+].Cl>CO>[N:21]1[CH:22]=[CH:23][CH:24]=[CH:25][C:20]=1[NH:19][C:17]([C@H:9]([CH2:10][C:11]1[CH:16]=[CH:15][CH:14]=[CH:13][CH:12]=1)[CH2:8][C@@H:7]([CH2:26][C:27]1[CH:32]=[CH:31][CH:30]=[CH:29][CH:28]=1)[C:6]([NH:5][C@H:4]([C:3]([OH:43])=[O:2])[CH2:34][S:35][CH2:36][C:37]1[CH:38]=[CH:39][CH:40]=[CH:41][CH:42]=1)=[O:33])=[O:18] |f:1.2|. Reported procedure: A solution of 0.3 g of N-[4-(2-pyridylaminocarbonyl)-(S,S)-2,4-dibenzylbutyryl]-S-benzyl-(L)-cysteine methyl ester and 1 ml of 1N sodium hydroxide in 2 ml of methanol is stirred at room temperature overnight. To the solution is added 1.1 ml of 1N hydrochloric acid. The solution is concentrated, diluted with water, the solid is collected and dried under high vacuum to give N-[4-(2-pyridylaminocarbonyl)-(S,S)-2,4-dibenzylbutyryl]-S-benzyl-(L)-cysteine, melting at 75°-80°; [alpha]D =+22.9°. Reagents/catalysts: [Os](=O)(=O)(=O)=O (osmium tetroxide). As a reaction SMILES: [CH3:1][C@@H:2]([C@@H:9]1[C@@:13]2([CH3:28])[CH2:14][CH2:15][C@@H:16]3[C@@:21]4([CH3:27])[CH2:22][CH2:23][C@H:24]([OH:26])[CH2:25][C@@H:20]4[CH2:19][CH2:18][C@H:17]3[C@@H:12]2[CH2:11][CH2:10]1)[CH2:3][CH2:4][CH2:5][CH:6]([CH3:8])[CH3:7]>C(OCC)C.[Os](=O)(=O)(=O)=O>[CH3:8][CH:6]([CH2:5][CH2:4][CH2:3][C@H:2]([C@@H:9]1[C@:13]2([CH3:28])[C@H:12]([C@H:17]3[C@H:16]([CH2:15][CH2:14]2)[C@:21]2([CH3:27])[CH:20]([CH2:25][C:24](=[O:26])[CH2:23][CH2:22]2)[CH2:19][CH2:18]3)[CH2:11][CH2:10]1)[CH3:1])[CH3:7]. Run at temperature 25 celsius, time 30 hour. Isolated yield 90.0%. Solvent: C(C)OCC (diethyl ether). Product: CC(C)CCC[C@@H](C)[C@H]1CC[C@H]2[C@@H]3CCC4CC(CC[C@]4(C)[C@H]3CC[C@]12C)=O (3-cholestanon). Starting materials: C[C@H](CCCC(C)C)[C@H]1CC[C@@H]2[C@@]1(CC[C@H]3[C@H]2CC[C@@H]4[C@@]3(CC[C@@H](C4)O)C)C (3β-cholestanol). Reported procedure: 2.5 Millimole of 3β-cholestanol was dissolved in 50 ml of diethyl ether, and MCOsOx containing osmium tetroxide in an amount equivalent to 2.5 mmol was added thereto, followed by stirring at 25° C. for 30 hours to cause a reaction to take place. MCOsOx was removed from the reaction solution, and a crude keto compound was recovered from the filtrate and purified by silica gel column chromatography (eluent:benzene) to give 3-cholestanon at a yield of 90%. Starting materials: CC(CO)CBr, Oc1cccnc1Br, O=C([O-])[O-], CCC(C)=O, [K+], [K+]. Yields the product CC(CO)COc1cccnc1Br. Reaction SMILES: [Br:15][CH2:16][CH:17]([CH2:18][OH:19])[CH3:20].[Br:1][c:2]1[n:3][cH:4][cH:5][cH:6][c:7]1[OH:8].[C:9](=[O:10])([O-:11])[O-:12].[CH3:21][C:22]([CH2:23][CH3:24])=[O:25].[K+:13].[K+:14]>>[Br:1][c:2]1[n:3][cH:4][cH:5][cH:6][c:7]1[O:8][CH2:16][CH:17]([CH2:18][OH:19])[CH3:20]. The product is CCOc1cccc(F)c1Cl. The reactants are Cc1ccccc1, C[N+](C)(C)C, CCO, [Cl-], Fc1cccc(F)c1Cl, [K+], [OH-], O. Reaction SMILES: [CH3:15][c:16]1[cH:17][cH:18][cH:19][cH:20][cH:21]1.[CH3:23][N+:24]([CH3:25])([CH3:26])[CH3:27].[CH3:3][CH2:4][OH:5].[Cl-:22].[Cl:6][c:7]1[c:8]([F:14])[cH:9][cH:10][cH:11][c:12]1[F:13].[K+:2].[OH-:1].[OH2:28]>>[CH3:3][CH2:4][O:5][c:12]1[c:7]([Cl:6])[c:8]([F:14])[cH:9][cH:10][cH:11]1.